describe an organic reaction: reactants, conditions, products, and yield From a dataset of the Open Reaction Database (ORD), a public repository of structured organic reaction records. The product is COc1cc2c(cc1OCc1ccccc1)C(c1ccccc1)NCC2. Reactants: COc1cc2c(cc1OCc1ccccc1)C(c1ccccc1)=NCC2, COc1cc2c(cc1OCc1ccccc1)CCN=C2c1ccccc1. RXN SMILES: [CH2:1]([c:2]1[cH:3][cH:4][cH:5][cH:6][cH:7]1)[O:8][c:9]1[c:10]([O:25][CH3:26])[cH:11][c:12]2[c:17]([cH:18]1)[C:16]([c:19]1[cH:20][cH:21][cH:22][cH:23][cH:24]1)=[N:15][CH2:14][CH2:13]2.[CH2:27]([O:28][c:29]1[cH:30][c:31]2[c:32]([cH:33][c:34]1[O:35][CH3:36])[C:37]([c:38]1[cH:39][cH:40][cH:41][cH:42][cH:43]1)=[N:44][CH2:45][CH2:46]2)[c:47]1[cH:48][cH:49][cH:50][cH:51][cH:52]1>>[CH2:1]([c:2]1[cH:3][cH:4][cH:5][cH:6][cH:7]1)[O:8][c:9]1[c:10]([O:25][CH3:26])[cH:11][c:12]2[c:17]([cH:18]1)[CH:16]([c:19]1[cH:20][cH:21][cH:22][cH:23][cH:24]1)[NH:15][CH2:14][CH2:13]2. Reactants: FC(C1=CC=C(C=C1)C1N(C=CC2=CC=CC=C12)C(=O)OCC)(F)F (ethyl 1-(4-(trifluoromethyl)phenyl)isoquinoline-2(1H)-carboxylate). The reagents and catalysts are [Pd] (Pd/C). Solvent: CCO (EtOH). Product: FC(C1=CC=C(C=C1)C1N(CCC2=CC=CC=C12)C(=O)OCC)(F)F (Ethyl 1-(4-(trifluoromethyl)phenyl)-3,4-dihydroisoquinoline-2(1H)-carboxylate). As a reaction SMILES: [F:1][C:2]([F:25])([F:24])[C:3]1[CH:8]=[CH:7][C:6]([CH:9]2[C:18]3[C:13](=[CH:14][CH:15]=[CH:16][CH:17]=3)[CH:12]=[CH:11][N:10]2[C:19]([O:21][CH2:22][CH3:23])=[O:20])=[CH:5][CH:4]=1>CCO.[Pd]>[F:24][C:2]([F:1])([F:25])[C:3]1[CH:4]=[CH:5][C:6]([CH:9]2[C:18]3[C:13](=[CH:14][CH:15]=[CH:16][CH:17]=3)[CH2:12][CH2:11][N:10]2[C:19]([O:21][CH2:22][CH3:23])=[O:20])=[CH:7][CH:8]=1. Procedure: A solution of ethyl 1-(4-(trifluoromethyl)phenyl)isoquinoline-2(1H)-carboxylate (2.0 g, 5.7 mmol) in EtOH (20 mL) was stirred with 10% Pd/C (0.6 g, 5.7 mmol) under a hydrogen atmosphere at RT for 2 h. The reaction mixture was filtered through a celite pad and the filtrate was concentrated in vacuo to provide the title compound as colorless oil. MS (ESI pos. ion) m/z: 350 (M+1). Reactants: CCOC(=O)C(C#N)=C(OC)C(CC)CC, C1CCOC1, N. The product is CCOC(=O)C(C#N)=C(N)C(CC)CC. As a reaction SMILES: [C:1](#[N:2])[C:3]([C:4](=[O:5])[O:6][CH2:7][CH3:8])=[C:9]([CH:10]([CH2:11][CH3:12])[CH2:13][CH3:14])[O:15][CH3:16].[CH2:18]1[O:19][CH2:20][CH2:21][CH2:22]1.[NH3:17]>>[C:1](#[N:2])[C:3]([C:4](=[O:5])[O:6][CH2:7][CH3:8])=[C:9]([CH:10]([CH2:11][CH3:12])[CH2:13][CH3:14])[NH2:17]. Reactants: BrCc1ccccc1, CC(C)(C)OC(=O)N1CCCC(c2cccc(OC(C)(C)C(=O)O)c2)C1, O=C([O-])[O-], CN(C)C=O, [Cs+], [Cs+], O. Yields the product CC(C)(C)OC(=O)N1CCCC(c2cccc(OC(C)(C)C(=O)OCc3ccccc3)c2)C1. Reaction SMILES: [Br:7][CH2:8][c:9]1[cH:10][cH:11][cH:12][cH:13][cH:14]1.[C:15]([CH3:16])([CH3:17])([CH3:18])[O:19][C:20](=[O:21])[N:22]1[CH2:23][CH:24]([c:28]2[cH:29][c:30]([O:34][C:35]([CH3:36])([CH3:37])[C:38](=[O:39])[OH:40])[cH:31][cH:32][cH:33]2)[CH2:25][CH2:26][CH2:27]1.[C:1](=[O:2])([O-:3])[O-:4].[CH3:41][N:42]([CH3:43])[CH:44]=[O:45].[Cs+:5].[Cs+:6].[OH2:46]>>[CH2:8]([c:9]1[cH:10][cH:11][cH:12][cH:13][cH:14]1)[O:40][C:38]([C:35]([O:34][c:30]1[cH:29][c:28]([CH:24]2[CH2:23][N:22]([C:20]([O:19][C:15]([CH3:16])([CH3:17])[CH3:18])=[O:21])[CH2:27][CH2:26][CH2:25]2)[cH:33][cH:32][cH:31]1)([CH3:36])[CH3:37])=[O:39]. Starting materials: C(C1=CC=CC=C1)OC=1C=C(CC=2C(C[C@H](C2)O)=O)C=CC1 ((R)-2-(3-(benzyloxy)benzyl)-4-hydroxycyclopent-2-enone), O1CCCC=C1 (dihydropyrane), C1(=CC=C(C=C1)S(=O)(=O)O)C (p-toluenesulfonic acid), N1C=NC=C1 (imidazole), [Si](C)(C)(C(C)(C)C)Cl (tert-butyldimethylsilyl chloride). The solvent is C(Cl)Cl (CH2Cl2). Reaction conditions: time 8 hour. Yields the product [Si](C)(C)(C(C)(C)C)OC=1C=C(CC=2C(C[C@H](C2)OC2OCCCC2)=O)C=CC1 ((4R)-2-(3-(tert-butyldimethylsilyloxy)benzyl)-4-(tetrahydro-2H-pyran-2-yloxy)cyclopent-2-e none). Yield: 69.0%. As a reaction SMILES: C([O:8][C:9]1[CH:10]=[C:11]([CH:20]=[CH:21][CH:22]=1)[CH2:12][C:13]1[C:14](=[O:19])[CH2:15][C@@H:16]([OH:18])[CH:17]=1)C1C=CC=CC=1.[O:23]1[CH:28]=[CH:27][CH2:26][CH2:25][CH2:24]1.C1(C)C=CC(S(O)(=O)=O)=CC=1.N1C=CN=C1.[Si:45](Cl)([C:48]([CH3:51])([CH3:50])[CH3:49])([CH3:47])[CH3:46]>C(Cl)Cl>[Si:45]([O:8][C:9]1[CH:10]=[C:11]([CH:20]=[CH:21][CH:22]=1)[CH2:12][C:13]1[C:14](=[O:19])[CH2:15][C@@H:16]([O:18][CH:28]2[CH2:27][CH2:26][CH2:25][CH2:24][O:23]2)[CH:17]=1)([C:48]([CH3:51])([CH3:50])[CH3:49])([CH3:47])[CH3:46]. Procedure details: (R)-2-(3-(benzyloxy)benzyl)-4-hydroxycyclopent-2-enone (0.5 g, 1.7 mmol) and dihydropyrane (0.34 g, 4 mmol) was dissolved in CH2Cl2 (5 ml), p-toluenesulfonic acid (0.2 g) was added to the solution at 10° C., and the mixture was stirred at room temperature overnight. After the reaction was completed, the mixture was washed with sat. NaHCO3 aq., dried over MgSO4, and evaporated. The resulting residue was dissolved in EtOH (5 ml) under hydrogen, Pd/C (0.15 g) was added to the solution and the mixtu...